From a dataset of the Open Reaction Database (ORD), a public repository of structured organic reaction records. describe an organic reaction: reactants, conditions, products, and yield The reactants are ClC=1C(=NN(C1C(F)(F)F)C)C1=C(C=C(C(=C1)F)[N+](=O)[O-])F (4-chloro-3-(2,5-difluoro-4-nitrophenyl)-1-methyl-5-(trifluoromethyl)-1H-pyrazole), CuF2, CN1C(CCC1)=O (1-methyl-2-pyrrolidinone), C(=O)([O-])[O-].[K+].[K+] (K2CO3), SCC(=O)OCC (ethyl mercaptoacetate). Solvent: O (water). Run at temperature 28 celsius, time 24 hour. Yields the product ClC=1C(=NN(C1C(F)(F)F)C)C=1C(=CC(=C(C1)CC(=S)OCC)[N+](=O)[O-])F ((5-(4-chloro-1-methyl-5-(trifluoromethyl)-1H-pyrazol-3-yl)-4-fluoro-2-nitrophenyl)thio-acetic acid, ethyl ester). Isolated yield 43.0%. Reaction SMILES: [Cl:1][C:2]1[C:3]([C:12]2[CH:17]=[C:16](F)[C:15]([N+:19]([O-:21])=[O:20])=[CH:14][C:13]=2[F:22])=[N:4][N:5]([CH3:11])[C:6]=1[C:7]([F:10])([F:9])[F:8].C([O-])([O-])=O.[K+].[K+].[SH:29][CH2:30][C:31](OCC)=O.CN1CC[CH2:39][C:38]1=[O:42]>O>[Cl:1][C:2]1[C:3]([C:12]2[C:13]([F:22])=[CH:14][C:15]([N+:19]([O-:21])=[O:20])=[C:16]([CH2:31][C:30]([O:42][CH2:38][CH3:39])=[S:29])[CH:17]=2)=[N:4][N:5]([CH3:11])[C:6]=1[C:7]([F:9])([F:8])[F:10] |f:1.2.3|. Procedure details: At 25° C., 1.5 g (4.5 mmole) 4-chloro-3-(2,5-difluoro-4-nitrophenyl)-1-methyl-5-(trifluoromethyl)-1H-pyrazole, 0.69 g (5.0 mmole) K2CO3, 0.55 mL (5.0 mmole) ethyl mercaptoacetate, and 0.05 g (0.5 mmole) CuF2 were slurried in 15 mL 1-methyl-2-pyrrolidinone. The reaction mixture was stirred 28° C. for 24 hours. The mixture was cooled, diluted with 100 mL cold water, and extracted four times with ethyl acetate. The ethyl acetate extracts were washed with brine, dried over anhydrous MgSO4, and strip... Starting materials: ClC1=C(C(=O)C2=C(C=CC(=C2)F)O)C=CC=C1 (2-Chloro-5'-fluoro-2'-hydroxybenzophenone), C([O-])([O-])=O.[K+].[K+] (potassium carbonate), CN(C=O)C (dimethylformamide), BrCC(=O)OCC (ethyl bromoacetate). Run at time 16 hour. The product is ClC1=C(C(=O)C2=CC(=CC(=C2OCC(=O)OCC)C)C)C=CC=C1 (Ethyl 6-(2-Chlorobenzoyl)-2,4-dimethylphenoxyacetate). The yield is 78.7%. As a reaction SMILES: [Cl:1][C:2]1[CH:17]=[CH:16][CH:15]=[CH:14][C:3]=1[C:4]([C:6]1[CH:11]=[C:10](F)[CH:9]=[CH:8][C:7]=1O)=[O:5].[C:18](=[O:21])([O-])[O-].[K+].[K+].Br[CH2:25][C:26]([O:28][CH2:29][CH3:30])=[O:27].[CH3:31]N(C)C=O>>[Cl:1][C:2]1[CH:17]=[CH:16][CH:15]=[CH:14][C:3]=1[C:4]([C:6]1[C:18]([O:21][CH2:25][C:26]([O:28][CH2:29][CH3:30])=[O:27])=[C:8]([CH3:7])[CH:9]=[C:10]([CH3:31])[CH:11]=1)=[O:5] |f:1.2.3|. Procedure details: To a stirred mixture of 1.0 g of compound B and 1.1 g of potassium carbonate in 10 cc of dimethylformamide was added dropwise 0.53 cc of ethyl bromoacetate at room temperature. After the resulting mixture was stirred at room temperature for 16 hours. The insoluble material was filtered off. To the filtrate was added water and ethylacetate and the aqueous layer was extracted with ethyl acetate. The combined organic layer was washed three times with a saturated aqueous sodium chloride solution and... Starting materials: COC(C(C(=O)C)=CC1=C(C=CC=C1)[N+](=O)[O-])=O (Methyl-2-(2-nitrobenzyliden)acetoacetate), CN1N=C(C=C1N)C (1,3-dimethyl-5-pyrazolamine). The solvent is C(C)O (ethanol). Yields the product COC(=O)C=1C(C2=C(NC1C)N(N=C2C)C)C2=C(C=CC=C2)[N+](=O)[O-] (4,7-dihydro-1,3,6-trimethyl-4-(2-nitrophenyl)-1H-pyrazolo[3,4-b]pyridin-5-carboxylic acid methyl ester). RXN SMILES: [CH3:1][O:2][C:3](=[O:18])[C:4](=[CH:8][C:9]1[CH:14]=[CH:13][CH:12]=[CH:11][C:10]=1[N+:15]([O-:17])=[O:16])[C:5]([CH3:7])=O.[CH3:19][N:20]1[C:24]([NH2:25])=[CH:23][C:22]([CH3:26])=[N:21]1>C(O)C>[CH3:1][O:2][C:3]([C:4]1[CH:8]([C:9]2[CH:14]=[CH:13][CH:12]=[CH:11][C:10]=2[N+:15]([O-:17])=[O:16])[C:23]2[C:22]([CH3:26])=[N:21][N:20]([CH3:19])[C:24]=2[NH:25][C:5]=1[CH3:7])=[O:18]. Procedure details: Methyl-2-(2-nitrobenzyliden)acetoacetate (10 g; 0.040 mol) is added to 1,3-dimethyl-5-pyrazolamine (4.89 g; 0.044 mol) in ethanol (40 ml) The mixture is refluxed for about 5 hours, then the solvent is evaporated under reduced pressure and the residue is taken up in ethyl ether and recovered by filtration. M.p. 216°-220° C. Starting materials: COCC[C@H](C1=CC=CC=C1)NC(OC(C)(C)C)=O ((R)-tert-Butyl 3-methoxy-1-phenylpropylcarbamate), COCC[C@H](C1=CC=CC=C1)NC(OC(C)(C)C)=O ((R)-tert-Butyl 3-methoxy-1-phenylpropylcarbamate), C(=O)(C(F)(F)F)O (TFA). Solvent: C(Cl)Cl (DCM). Reaction conditions: time 1 hour. Yields the product COCC[C@@H](N)C1=CC=CC=C1 ((R)-3-Methoxy-1-phenylpropan-1-amine). Reaction SMILES: [CH3:1][O:2][CH2:3][CH2:4][C@@H:5]([NH:12]C(=O)OC(C)(C)C)[C:6]1[CH:11]=[CH:10][CH:9]=[CH:8][CH:7]=1.C(O)(C(F)(F)F)=O>C(Cl)Cl>[CH3:1][O:2][CH2:3][CH2:4][C@H:5]([C:6]1[CH:11]=[CH:10][CH:9]=[CH:8][CH:7]=1)[NH2:12]. Procedure: (R)-tert-Butyl 3-methoxy-1-phenylpropylcarbamate (Intermediate 61, 78 mg, 0.294 mmol) was dissolved in DCM (4.5 ml) and TFA (0.5 ml) was added. The reaction mixture was stirred for 1 h at room temperature when LCMS indicated that the reaction was complete. The reaction mixture was concentrated in vacuo, and the crude product was taken onto next step without further purification (0.294 mmol). LCMS [M+H]=166 Reactants: BrC1=CC=C(CBr)C=C1 (4-bromobenzylbromide), C(C)OP(OCC)OCC (triethylphosphite). The solvent is CCCCCC.C(C)OC(C)=O (hexane ethylacetate). Reaction conditions: time 24 hour. Yields the product BrC1=CC=C(CP(OCC)(OCC)=O)C=C1 (diethyl 4-bromobenzylphosphonate). Isolated yield 81.4%. RXN SMILES: [Br:1][C:2]1[CH:9]=[CH:8][C:5]([CH2:6]Br)=[CH:4][CH:3]=1.[CH2:10]([O:12][P:13]([O:17]CC)[O:14][CH2:15][CH3:16])[CH3:11]>CCCCCC.C(OC(=O)C)C>[Br:1][C:2]1[CH:9]=[CH:8][C:5]([CH2:6][P:13](=[O:17])([O:14][CH2:15][CH3:16])[O:12][CH2:10][CH3:11])=[CH:4][CH:3]=1 |f:2.3|. Procedure details: 4-bromobenzylbromide (10.0 g, 40.0 mmol) was dissolved in triethylphosphite (8.4 mL, 48.0 mmol) under a nitrogen atmosphere, and the reaction solution was refluxed and stirred for 24 hours. The reaction solution was passed through a silica gel column by using hexane-ethylacetate 7:3 as an eluant. After the solvent was removed, the residue material was dried in vacuum to thereby obtain pale yellow oil (10.0 g, yield: 81%). Reactants: FC(OC1=CC=C(C=C1)C1=NC=C(C(=N1)C(F)(F)F)C(=O)O)(F)F (2-(4-trifluoromethoxy-phenyl)-4-trifluoromethyl-pyrimidine-5-carboxylic acid), C(C(=O)Cl)(=O)Cl (oxalyl chloride). Reagents/catalysts: CN(C)C=O (DMF). The solvent is ClCCl (dichloromethane). Run at time 2 hour. Product: FC(OC1=CC=C(C=C1)C1=NC=C(C(=N1)C(F)(F)F)C(=O)Cl)(F)F (2-(4-Trifluoromethoxy-phenyl)-4-trifluoromethyl-pyrimidine-5-carbonyl Chloride). The yield is 99.5%. RXN SMILES: [F:1][C:2]([F:24])([F:23])[O:3][C:4]1[CH:9]=[CH:8][C:7]([C:10]2[N:15]=[C:14]([C:16]([F:19])([F:18])[F:17])[C:13]([C:20](O)=[O:21])=[CH:12][N:11]=2)=[CH:6][CH:5]=1.C(Cl)(=O)C([Cl:28])=O>ClCCl.CN(C=O)C>[F:1][C:2]([F:24])([F:23])[O:3][C:4]1[CH:9]=[CH:8][C:7]([C:10]2[N:15]=[C:14]([C:16]([F:19])([F:18])[F:17])[C:13]([C:20]([Cl:28])=[O:21])=[CH:12][N:11]=2)=[CH:6][CH:5]=1. Procedure: A solution of 0.43 g (1.22 mmol) of 2-(4-trifluoromethoxy-phenyl)-4-trifluoromethyl-pyrimidine-5-carboxylic acid in 8 ml of dichloromethane was treated at RT with 2 drops of DMF. 0.12 ml (1.34 mmol, 1.1 eq) of oxalyl chloride were added within 5 min and stirring was continued for 2 h. The solution was evaporated and dried under reduced pressure to give 0.45 g of the title compound. Starting materials: COC(=O)c1ccc(CBr)c2ccccc12, CS(C)=O, [N-]=[N+]=[N-], [Na+], O. Product: COC(=O)c1ccc(CN=[N+]=[N-])c2ccccc12. Reaction SMILES: [Br:1][CH2:2][c:3]1[cH:4][cH:5][c:6]([C:13](=[O:14])[O:15][CH3:16])[c:7]2[cH:8][cH:9][cH:10][cH:11][c:12]12.[CH3:21][S:22]([CH3:23])=[O:24].[N-:17]=[N+:18]=[N-:19].[Na+:20].[OH2:25]>>[CH2:2]([c:3]1[cH:4][cH:5][c:6]([C:13](=[O:14])[O:15][CH3:16])[c:7]2[cH:8][cH:9][cH:10][cH:11][c:12]12)[N:17]=[N+:18]=[N-:19]. Starting materials: CC(C)(C)[O-], Cc1ccccc1, Clc1cccc(Cl)n1, CC(N)c1ccc(F)cc1, N#N, [Na+], CC(=O)[O-], CC(=O)[O-], [Pd+2]. The product is CC(Nc1cccc(Cl)n1)c1ccc(F)cc1. As a reaction SMILES: [CH3:1][C:2]([CH3:3])([O-:4])[CH3:5].[CH3:27][c:28]1[cH:29][cH:30][cH:31][cH:32][cH:33]1.[Cl:9][c:10]1[n:11][c:12]([Cl:16])[cH:13][cH:14][cH:15]1.[F:17][c:18]1[cH:19][cH:20][c:21]([CH:24]([CH3:25])[NH2:26])[cH:22][cH:23]1.[N:7]#[N:8].[Na+:6].[O-:35][C:36]([CH3:37])=[O:38].[O-:39][C:40]([CH3:41])=[O:42].[Pd+2:34]>>[c:10]1([NH:26][CH:24]([c:21]2[cH:20][cH:19][c:18]([F:17])[cH:23][cH:22]2)[CH3:25])[n:11][c:12]([Cl:16])[cH:13][cH:14][cH:15]1. The reactants are CO, COC(=O)c1ccc2c(C3CCCCC3)c3n(c2c1)CCCn1cccc1-3, Cl, [Na+], C1CCOC1, [OH-], O. The product is O=C(O)c1ccc2c(C3CCCCC3)c3n(c2c1)CCCn1cccc1-3. Reaction SMILES: [CH3:37][OH:38].[CH:1]1([c:7]2[c:8]3[n:9]([c:10]4[cH:11][c:12]([C:16](=[O:17])[O:18][CH3:19])[cH:13][cH:14][c:15]24)[CH2:20][CH2:21][CH2:22][n:23]2[c:24]-3[cH:25][cH:26][cH:27]2)[CH2:2][CH2:3][CH2:4][CH2:5][CH2:6]1.[ClH:30].[Na+:29].[O:32]1[CH2:33][CH2:34][CH2:35][CH2:36]1.[OH-:28].[OH2:31]>>[CH:1]1([c:7]2[c:8]3[n:9]([c:10]4[cH:11][c:12]([C:16](=[O:17])[OH:18])[cH:13][cH:14][c:15]24)[CH2:20][CH2:21][CH2:22][n:23]2[c:24]-3[cH:25][cH:26][cH:27]2)[CH2:2][CH2:3][CH2:4][CH2:5][CH2:6]1.